This data is from the Open Reaction Database (ORD), a public repository of structured organic reaction records. The task is: describe an organic reaction: reactants, conditions, products, and yield The reactants are C(C)(C)(C)OC(=O)N[C@@H](C(C)C)C(=O)OCC(O)CO (1-O-(N-tert-butoxycarbonyl-L-valyl)glycerol), C(=O)(OC(C)(C)C)N[C@@H](C(C)C)C(=O)O (Boc-L-valine), C1CCC(CC1)N=C=NC2CCCCC2 (DCC). The reagents and catalysts are CN(C)C=1C=CN=CC1 (DMAP). The solvent is C(Cl)Cl (CH2Cl2), CN(C)C=O (DMF). The product is petroleum ether-EtOAc, C(C)(C)(C)OC(=O)N[C@@H](C(C)C)C(=O)OCC(O)COC([C@@H](NC(=O)OC(C)(C)C)C(C)C)=O (1,3-di-O-(N-tert-butoxycarbonyl-L-valyl)glycerol). Isolated yield 49.0%. As a reaction SMILES: [C:1]([O:5][C:6]([NH:8][C@H:9]([C:13]([O:15][CH2:16][CH:17]([CH2:19][OH:20])[OH:18])=[O:14])[CH:10]([CH3:12])[CH3:11])=[O:7])([CH3:4])([CH3:3])[CH3:2].[C:21]([NH:28][C@H:29]([C:33](O)=[O:34])[CH:30]([CH3:32])[CH3:31])([O:23][C:24]([CH3:27])([CH3:26])[CH3:25])=[O:22].C1CCC(N=C=NC2CCCCC2)CC1>CN(C1C=CN=CC=1)C.C(Cl)Cl.CN(C=O)C>[C:1]([O:5][C:6]([NH:8][C@H:9]([C:13]([O:15][CH2:16][CH:17]([CH2:19][O:20][C:33](=[O:34])[C@H:29]([CH:30]([CH3:31])[CH3:32])[NH:28][C:21]([O:23][C:24]([CH3:25])([CH3:26])[CH3:27])=[O:22])[OH:18])=[O:14])[CH:10]([CH3:11])[CH3:12])=[O:7])([CH3:2])([CH3:4])[CH3:3]. Reported procedure: 1-O-(N-tert-butoxycarbonyl-L-valyl)glycerol (17.95 g. 61.6 mmol), Boc-L-valine (6.69 g, 30.8 mmol), DMAP (0.38 g, 3.1 mmol), and DCC (7.10 g, 34.4 mmol) in 240 mL CH2Cl2 and 60 mL DMF were stirred at rt under N2 for 18 h. The reaction mixture was filtered, concentrated under vacuum, and redissolved in 200 mL EtOAc. The organic solution was washed with 50 mL saturated NH4Cl. The aqueous phase was reextracted with 50 mL EtOAc. The organic phases were combined, washed successively with 50 mL satura... The reactants are ClC1=CC=2C(C3=CC=CC=C3C2C=C1)=O (2--Chloro-9-fluorenone), O.NN (hydrazine monohydrate), C(C)(=O)O (acetic acid). Solvent: C(C)O (ethanol). The product is ClC1=CC=2C(C3=CC=CC=C3C2C=C1)=NN (2-Chloro-9-fluorenone hydrazone). The yield is 100.0%. As a reaction SMILES: [Cl:1][C:2]1[CH:14]=[CH:13][C:12]2[C:11]3[C:6](=[CH:7][CH:8]=[CH:9][CH:10]=3)[C:5](=O)[C:4]=2[CH:3]=1.O.[NH2:17][NH2:18].C(O)(=O)C>C(O)C>[Cl:1][C:2]1[CH:14]=[CH:13][C:12]2[C:11]3[C:6](=[CH:7][CH:8]=[CH:9][CH:10]=3)[C:5](=[N:17][NH2:18])[C:4]=2[CH:3]=1 |f:1.2|. Reported procedure: A mixture of 2-chloro 9-fluorenone (18) (5 g, 23.3 mmoL), hydrazine monohydrate (6 mL, 120 mmoL, 5.2 eq) and acetic acid (1 mL) in ethanol (150 mL ) was refluxed for 2.5 h. The mixture was then evaporated to dryness to provide 5.3 g (100%) of product which was used without further purification: mp 139°-143° C.. The reactants are C#C[Si](C)(C)C, [Cu]I, Ic1cccc(C2CN3CCCC3c3cc(OCCCN4CCCCC4)ccc32)c1, CN(C)C=O, Cl[Pd]Cl, c1ccc(P(c2ccccc2)c2ccccc2)cc1, c1ccc(P(c2ccccc2)c2ccccc2)cc1, c1ccc(P(c2ccccc2)c2ccccc2)cc1. The product is C[Si](C)(C)C#Cc1cccc(C2CN3CCCC3c3cc(OCCCN4CCCCC4)ccc32)c1. Reaction SMILES: [CH3:31][Si:32]([CH3:33])([CH3:34])[C:35]#[CH:36].[Cu:97][I:98].[I:1][c:2]1[cH:3][c:4]([CH:8]2[CH2:9][N:10]3[CH:11]([c:12]4[cH:13][c:14]([O:18][CH2:19][CH2:20][CH2:21][N:22]5[CH2:23][CH2:24][CH2:25][CH2:26][CH2:27]5)[cH:15][cH:16][c:17]42)[CH2:28][CH2:29][CH2:30]3)[cH:5][cH:6][cH:7]1.[O:99]=[CH:100][N:101]([CH3:102])[CH3:103].[Pd:56]([Cl:57])[Cl:58].[c:37]1([P:38]([c:39]2[cH:40][cH:41][cH:42][cH:43][cH:44]2)[c:45]2[cH:46][cH:47][cH:48][cH:49][cH:50]2)[cH:51][cH:52][cH:53][cH:54][cH:55]1.[c:59]1([P:60]([c:61]2[cH:62][cH:63][cH:64][cH:65][cH:66]2)[c:67]2[cH:68][cH:69][cH:70][cH:71][cH:72]2)[cH:73][cH:74][cH:75][cH:76][cH:77]1.[c:78]1([P:79]([c:80]2[cH:81][cH:82][cH:83][cH:84][cH:85]2)[c:86]2[cH:87][cH:88][cH:89][cH:90][cH:91]2)[cH:92][cH:93][cH:94][cH:95][cH:96]1>>[c:2]1([C:36]#[C:35][Si:32]([CH3:31])([CH3:33])[CH3:34])[cH:3][c:4]([CH:8]2[CH2:9][N:10]3[CH:11]([c:12]4[cH:13][c:14]([O:18][CH2:19][CH2:20][CH2:21][N:22]5[CH2:23][CH2:24][CH2:25][CH2:26][CH2:27]5)[cH:15][cH:16][c:17]42)[CH2:28][CH2:29][CH2:30]3)[cH:5][cH:6][cH:7]1. Reactants: CC1=CC=C(C=C1)S(=O)(=O)OC[C@H]1COC2=C(O1)C(=C(C=C2)[N+](=O)[O-])C=O ([(2R)-8-formyl-7-nitro-2,3-dihydro-1,4-benzodioxin-2-yl]methyl 4-methylbenzenesulfonate), C1(=CC=CC=C1)P(=CC(C)=O)(C1=CC=CC=C1)C1=CC=CC=C1 (1-triphenylphosphoranylidene-2-propanone). Solvent: C1(=CC=CC=C1)C (toluene). Run at time 5 hour. The product is CC1=CC=C(C=C1)S(=O)(=O)OCC1COC2=C(O1)C(=C(C=C2)[N+](=O)[O-])\C=C\C(C)=O ({7-Nitro-8-[(E)-3-oxo-1-butenyl]-2,3-dihydro-1,4-benzodioxin-2-yl}methyl 4-methylbenzenesulfonate). RXN SMILES: [CH3:1][C:2]1[CH:7]=[CH:6][C:5]([S:8]([O:11][CH2:12][C@@H:13]2[O:18][C:17]3[C:19]([CH:26]=O)=[C:20]([N+:23]([O-:25])=[O:24])[CH:21]=[CH:22][C:16]=3[O:15][CH2:14]2)(=[O:10])=[O:9])=[CH:4][CH:3]=1.C1(P(C2C=CC=CC=2)(C2C=CC=CC=2)=[CH:35][C:36](=[O:38])[CH3:37])C=CC=CC=1>C1(C)C=CC=CC=1>[CH3:1][C:2]1[CH:7]=[CH:6][C:5]([S:8]([O:11][CH2:12][CH:13]2[O:18][C:17]3[C:19](/[CH:26]=[CH:35]/[C:36](=[O:38])[CH3:37])=[C:20]([N+:23]([O-:25])=[O:24])[CH:21]=[CH:22][C:16]=3[O:15][CH2:14]2)(=[O:9])=[O:10])=[CH:4][CH:3]=1. Procedure details: To a solution of 3.00 g (7.37 mmole) of [(2R)-8-formyl-7-nitro-2,3-dihydro-1,4-benzodioxin-2-yl]methyl 4-methylbenzenesulfonate in 250 mL of toluene was added 2.90 g (9.10 mmole) of 1-triphenylphosphoranylidene-2-propanone. The mixture was stirred at room temperature under nitrogen for 5 hours, during which time some product precipitated from solution. The solvent was removed in vacuum and the crude residue was column chromatographed on silica gel with methylene chloride as eluant to give 3.0 g ... Starting materials: C1(CC1)CN1C(=O)N(C=2N=C(NC2C1=O)Br)CC1CC1 (1,3-di-cyclopropylmethyl-8-bromo xanthine), N1CCCCC1 (piperidine). Yields the product C1(CC1)CN1C(=O)N(C=2N=C(NC2C1=O)N1CCCCC1)CC1CC1 (1,3-Di-cyclopropylmethyl-8-piperidinyl xanthine). Reaction SMILES: [CH:1]1([CH2:4][N:5]2[C:14](=[O:15])[C:13]3[NH:12][C:11](Br)=[N:10][C:9]=3[N:8]([CH2:17][CH:18]3[CH2:20][CH2:19]3)[C:6]2=[O:7])[CH2:3][CH2:2]1.[NH:21]1[CH2:26][CH2:25][CH2:24][CH2:23][CH2:22]1>>[CH:1]1([CH2:4][N:5]2[C:14](=[O:15])[C:13]3[NH:12][C:11]([N:21]4[CH2:26][CH2:25][CH2:24][CH2:23][CH2:22]4)=[N:10][C:9]=3[N:8]([CH2:17][CH:18]3[CH2:20][CH2:19]3)[C:6]2=[O:7])[CH2:3][CH2:2]1. Reported procedure: The title compound was prepared from 1,3-di-cyclopropylmethyl-8-bromo xanthine (1.2 g, 0.0037 mol) and piperidine (0.79 g, 0.009 mol) using an analogous procedure to that described in Example 19. The title product was obtained as a crystalline solid, m.pt. >250° C. Reactants: 18, C=CC1=CC=C(C=C1)S(=O)(=O)Cl (p-styrenesulfonyl chloride), C(Cl)Cl (methylene chloride), 17.5, [N-]=[N+]=[N-].[Na+] (sodium azide), CC(=O)C (acetone). Run in O (water), O (water). Conditions: time 18 hour. Yields the product 12.5, O1CC1C1=CC=C(C=C1)S(=O)(=O)N=[N+]=[N-] (4-(epoxyethyl)benzenesulfonyl azide). RXN SMILES: [N-:1]=[N+:2]=[N-:3].[Na+].[CH3:5][C:6]([CH3:8])=[O:7].C=CC1[CH:16]=[CH:15][C:14]([S:17](Cl)(=[O:19])=[O:18])=[CH:13][CH:12]=1.C(Cl)Cl>O>[O:7]1[CH:6]([C:8]2[CH:16]=[CH:15][C:14]([S:17]([N:1]=[N+:2]=[N-:3])(=[O:19])=[O:18])=[CH:13][CH:12]=2)[CH2:5]1 |f:0.1|. Procedure details: To a slurry of 17.5 parts of sodium azide in 20 parts of water and 40 parts of acetone at room temperature was added with rapid stirring a solution of 18 parts of p-styrenesulfonyl chloride in 61 parts of methylene chloride. After stirring at room temperature for 18 hours the orange-colored reaction mixture was diluted with 150 parts of water and separated. The water layer was re-extracted with 61 parts of methylene chloride and then the combined methylene chloride layers were washed with water ...